This data is from the Open Reaction Database (ORD), a public repository of structured organic reaction records. The task is: describe an organic reaction: reactants, conditions, products, and yield RXN SMILES: [Cl:1][C:2]1[C:3]([F:31])=[C:4]([NH:8][C:9]2[C:18]3[C:13](=[CH:14][C:15]([O:29][CH3:30])=[C:16]([CH2:19][N:20]([CH3:28])[C:21]4([C:25]([NH2:27])=[O:26])[CH2:24][NH:23][CH2:22]4)[CH:17]=3)[N:12]=[CH:11][N:10]=2)[CH:5]=[CH:6][CH:7]=1.C(N(C(C)C)CC)(C)C.Cl[CH2:42][CH2:43][OH:44].[I-].[K+]>C(#N)C>[Cl:1][C:2]1[C:3]([F:31])=[C:4]([NH:8][C:9]2[C:18]3[C:13](=[CH:14][C:15]([O:29][CH3:30])=[C:16]([CH2:19][N:20]([CH3:28])[C:21]4([C:25]([NH2:27])=[O:26])[CH2:24][N:23]([CH2:42][CH2:43][OH:44])[CH2:22]4)[CH:17]=3)[N:12]=[CH:11][N:10]=2)[CH:5]=[CH:6][CH:7]=1 |f:3.4|. Product: ClC=1C(=C(C=CC1)NC1=NC=NC2=CC(=C(C=C12)CN(C1(CN(C1)CCO)C(=O)N)C)OC)F (3-[({4-[(3-chloro-2-fluorophenyl)amino]-7-methoxyquinazolin-6-yl}methyl)(methyl)amino]-1-(2-hydroxyethyl)azetidine-3-carboxamide). Reactants: hydrochloride salt, ClC=1C(=C(C=CC1)NC1=NC=NC2=CC(=C(C=C12)CN(C1(CNC1)C(=O)N)C)OC)F (3-[({4-[(3-chloro-2-fluorophenyl)amino]-7-methoxyquinazolin-6-yl}methyl)(methyl)amino]azetidine-3-carboxamide), C(C)(C)N(CC)C(C)C (diisopropylethylamine), ClCCO (2-chloroethanol), [I-].[K+] (potassium iodide). Procedure: A solution of the hydrochloride salt of 3-[({4-[(3-chloro-2-fluorophenyl)amino]-7-methoxyquinazolin-6-yl}methyl)(methyl)amino]azetidine-3-carboxamide (100 mg, 0.19 mmol Example 74), diisopropylethylamine (100 μl, 0.58 mmol), 2-chloroethanol (60 μl, 0.58 mmol) and potassium iodide (32 mg, 0.19 mmol) in acetonitrile (1.5 ml) was heated in a microwave at 160° C. for 20 minutes. Purification of the resulting product on preparative HPLC (standard basic condition) gave the title product (10 mg, 11%) a... Isolated yield 10.8%. Solvent: C(C)#N (acetonitrile). The reactants are CN(CCCCCCCCCCCCCCCCCC)C (dimethyl octadecyl amine), C(C=C)Br (allyl bromide), C([O-])(O)=O.[Na+] (sodium bicarbonate), C(C=C)Cl (allyl chloride), 13.3. Solvent: C(C)(C)O (isopropyl alcohol). Yields the product [Cl-].C(C=C)[N+](CCCCCCCCCCCCCCCCCC)(C)C (Allyl dimethyl octadecyl ammonium chloride). As a reaction SMILES: [CH3:1][N:2]([CH3:21])[CH2:3][CH2:4][CH2:5][CH2:6][CH2:7][CH2:8][CH2:9][CH2:10][CH2:11][CH2:12][CH2:13][CH2:14][CH2:15][CH2:16][CH2:17][CH2:18][CH2:19][CH3:20].[CH2:22]([Cl:25])[CH:23]=[CH2:24].C(Br)C=C.C(=O)(O)[O-].[Na+]>C(O)(C)C>[Cl-:25].[CH2:22]([N+:2]([CH3:1])([CH3:21])[CH2:3][CH2:4][CH2:5][CH2:6][CH2:7][CH2:8][CH2:9][CH2:10][CH2:11][CH2:12][CH2:13][CH2:14][CH2:15][CH2:16][CH2:17][CH2:18][CH2:19][CH3:20])[CH:23]=[CH2:24] |f:3.4,6.7|. Procedure details: A 2-liter reaction vessel equipped with a mechanical stirrer and a reflux condenser was charged with 660.0 gm. dimethyl octadecyl amine, 199.0 gm. (2.19 mol) allyl chloride, 13.3 (0.11 mol) gm. allyl bromide, 20 gm. sodium bicarbonate, and 350 ml. isopropyl alcohol. This mixture was heated under reflux overnight. Analyses of a filtered aliquot indicated the reaction was complete. The mixture was filtered and upon analysis had an Effective gram MW of 496.74. Starting materials: C1COCCO1, [Na+], [OH-], CC(C)(C(N)=O)N1CCN(Cc2nc3c(N4CCOCC4)nc(-c4nccc5c4ccn5S(=O)(=O)c4ccccc4)nc3s2)CC1. Product: CC(C)(C(N)=O)N1CCN(Cc2nc3c(N4CCOCC4)nc(-c4nccc5[nH]ccc45)nc3s2)CC1. Reaction SMILES: [CH2:49]1[O:50][CH2:51][CH2:52][O:53][CH2:54]1.[Na+:2].[OH-:1].[c:3]1([S:4](=[O:5])(=[O:6])[n:12]2[cH:13][cH:14][c:15]3[c:16](-[c:21]4[n:22][c:23]([N:43]5[CH2:44][CH2:45][O:46][CH2:47][CH2:48]5)[c:24]5[c:25]([n:26]4)[s:27][c:28]([CH2:30][N:31]4[CH2:32][CH2:33][N:34]([C:37]([C:38](=[O:39])[NH2:40])([CH3:41])[CH3:42])[CH2:35][CH2:36]4)[n:29]5)[n:17][cH:18][cH:19][c:20]23)[cH:7][cH:8][cH:9][cH:10][cH:11]1>>[nH:12]1[cH:13][cH:14][c:15]2[c:16](-[c:21]3[n:22][c:23]([N:43]4[CH2:44][CH2:45][O:46][CH2:47][CH2:48]4)[c:24]4[c:25]([n:26]3)[s:27][c:28]([CH2:30][N:31]3[CH2:32][CH2:33][N:34]([C:37]([C:38](=[O:39])[NH2:40])([CH3:41])[CH3:42])[CH2:35][CH2:36]3)[n:29]4)[n:17][cH:18][cH:19][c:20]12. Starting materials: F[B-](F)(F)F, CCO, Cc1nn(-c2ccc(C(=O)O)cc2C(F)(F)F)c2c1CCC2, CCN(C(C)C)C(C)C, CC(N)c1nc2cc(Cl)ccc2[nH]1, Cl, ClCCl, C1CCOC1, CN(C)C(On1nnc2ccccc21)=[N+](C)C. Product: Cc1nn(-c2ccc(C(=O)NC(C)c3nc4cc(Cl)ccc4[nH]3)cc2C(F)(F)F)c2c1CCC2. Reaction SMILES: [B-:23]([F:24])([F:25])([F:26])[F:27].[CH2:73]([OH:74])[CH3:75].[CH3:1][c:2]1[n:3][n:4](-[c:10]2[c:11]([C:19]([F:20])([F:21])[F:22])[cH:12][c:13]([C:14](=[O:15])[OH:16])[cH:17][cH:18]2)[c:5]2[c:6]1[CH2:7][CH2:8][CH2:9]2.[CH:45]([N:46]([CH:47]([CH3:48])[CH3:49])[CH2:50][CH3:51])([CH3:52])[CH3:53].[Cl:54][c:55]1[cH:56][c:57]2[c:58]([nH:59][c:60]([CH:62]([CH3:63])[NH2:64])[n:61]2)[cH:65][cH:66]1.[Cl:67].[Cl:76][CH2:77][Cl:78].[O:68]1[CH2:69][CH2:70][CH2:71][CH2:72]1.[n:28]1([O:29][C:30]([N:31]([CH3:32])[CH3:33])=[N+:34]([CH3:35])[CH3:36])[c:37]2[cH:38][cH:39][cH:40][cH:41][c:42]2[n:43][n:44]1>>[CH3:1][c:2]1[n:3][n:4](-[c:10]2[c:11]([C:19]([F:20])([F:21])[F:22])[cH:12][c:13]([C:14](=[O:15])[NH:64][CH:62]([c:60]3[nH:59][c:58]4[c:57]([cH:56][c:55]([Cl:54])[cH:66][cH:65]4)[n:61]3)[CH3:63])[cH:17][cH:18]2)[c:5]2[c:6]1[CH2:7][CH2:8][CH2:9]2. Reactants: CC(C)(C)N1CCC(O)C1, ClC(Cl)Cl, Cl, O=S(Cl)Cl. Yields the product CC(C)(C)N1CCC(Cl)C1. Reaction SMILES: [C:2]([CH3:3])([CH3:4])([CH3:5])[N:6]1[CH2:7][CH:8]([OH:11])[CH2:9][CH2:10]1.[CH:16]([Cl:17])([Cl:18])[Cl:19].[ClH:1].[S:12]([Cl:13])([Cl:14])=[O:15]>>[C:2]([CH3:3])([CH3:4])([CH3:5])[N:6]1[CH2:7][CH:8]([Cl:14])[CH2:9][CH2:10]1. The reactants are CN=C=S (methyl isothiocyanate), CI (methyl iodide), ice, [H-].[Na+] (Sodium hydride), C(CC#N)#N (malononitrile). Run in CN(C=O)C (dimethylformamide), CN(C=O)C (dimethylformamide), CN(C=O)C (dimethylformamide). Run at time 10 minute. Product: C(#N)C(=C(NC)SC)C#N (1,1-dicyano-2-methylthio-2-methylamino ethylene). As a reaction SMILES: [H-].[Na+].[C:3](#[N:7])[CH2:4][C:5]#[N:6].[CH3:8][N:9]=[C:10]=[S:11].[CH3:12]I>CN(C)C=O>[C:5]([C:4]([C:3]#[N:7])=[C:10]([S:11][CH3:12])[NH:9][CH3:8])#[N:6] |f:0.1|. Procedure: Sodium hydride (50% oil dispersion, 9.6 g) was added portionwise to a solution of malononitrile (13.21 g) in dry dimethylformamide (150 ml). The mixture was stirred at 0° for 10 minutes and then to it was added dropwise a solution of methyl isothiocyanate (14.62 g) in dimethylformamide, maintaining the reaction temperature below 40°. The dark red solution was stirred for 45 minutes and a solution of methyl iodide (28.4 g) in dimethylformamide (25 ml) was then added. The reaction mixture was stir... Reactants: C(CC)C1=C(OCCCC#N)C=CC(=C1Cl)C(C)=O (4-(2-propyl-3- chloro-4-acetylphenoxy)butane nitrile), [N-]=[N+]=[N-].CN(C(N(C)C)=[NH2+])C (tetramethylguanidinium azide), CN(C=O)C (dimethylformamide), C(C)(=O)OCC (ethyl acetate). The solvent is O (water). Yields the product C(CC)C1=C(OCCCCC2=NN=NN2)C=CC(=C1Cl)C(C)=O (5-[4-(2-Propyl-3-chloro-4-acetylphenoxy)butyl]-tetrazole). RXN SMILES: [CH2:1]([C:4]1[C:15]([Cl:16])=[C:14]([C:17](=[O:19])[CH3:18])[CH:13]=[CH:12][C:5]=1[O:6][CH2:7][CH2:8][CH2:9][C:10]#N)[CH2:2][CH3:3].[N-:20]=[N+:21]=[N-:22].[CH3:23][N:24](C)C(=[NH2+])N(C)C.CN(C)C=O.C(OCC)(=O)C>O>[CH2:1]([C:4]1[C:15]([Cl:16])=[C:14]([C:17](=[O:19])[CH3:18])[CH:13]=[CH:12][C:5]=1[O:6][CH2:7][CH2:8][CH2:9][CH2:10][C:23]1[NH:24][N:22]=[N:21][N:20]=1)[CH2:2][CH3:3] |f:1.2|. Procedure: A solution of 0.5 g. of 4-(2-propyl-3- chloro-4-acetylphenoxy)butane nitrile and 1.3 g. of tetramethylguanidinium azide in 3 ml. of dimethylformamide was heated overnight at 125° C. The reaction was cooled, ethyl acetate and water were added, and the layers were separated. Water was added to the ethyl acetate layer, the water layer was acidified, and the layers were separated. The ethyl acetate was dried and evaporated to dryness. The residue was purified by chromatography to give the desired ti... Starting materials: C(C1=CC=CC=C1)(=O)OOC(C1=CC=CC=C1)=O (Benzoyl peroxide), BrN1C(CCC1=O)=O (N-bromosuccinimide), FC1=CC=C(C=C1)N1C(N2C(CC1)=NC(=C2)COC2=CC=CC=C2)=O (6-(4-fluoro-phenyl)-2-phenoxymethyl-7,8-dihydro-6H-imidazo[1,2-c]pyrimidin-5-one). Run in ClCCCl (DCE). Reaction conditions: time 16 hour. Yields the product BrC1=C(N=C2N1C(N(CC2)C2=CC=C(C=C2)F)=O)COC2=CC=CC=C2 (3-bromo-6-(4-fluoro-phenyl)-2-phenoxymethyl-7,8-dihydro-6H-imidazo[1,2-c]pyrimidin-5-one). The yield is 45.6%. RXN SMILES: C(OOC(=O)C1C=CC=CC=1)(=O)C1C=CC=CC=1.[Br:19]N1C(=O)CCC1=O.[F:27][C:28]1[CH:33]=[CH:32][C:31]([N:34]2[CH2:39][CH2:38][C:37]3=[N:40][C:41]([CH2:43][O:44][C:45]4[CH:50]=[CH:49][CH:48]=[CH:47][CH:46]=4)=[CH:42][N:36]3[C:35]2=[O:51])=[CH:30][CH:29]=1>ClCCCl>[Br:19][C:42]1[N:36]2[C:35](=[O:51])[N:34]([C:31]3[CH:32]=[CH:33][C:28]([F:27])=[CH:29][CH:30]=3)[CH2:39][CH2:38][C:37]2=[N:40][C:41]=1[CH2:43][O:44][C:45]1[CH:46]=[CH:47][CH:48]=[CH:49][CH:50]=1. Reported procedure: Benzoyl peroxide (7.2 mg, 0.03 mmol) was added to a stirred solution of N-bromosuccinimide (30.58 mg, 0.33 mmol) and 6-(4-fluoro-phenyl)-2-phenoxymethyl-7,8-dihydro-6H-imidazo[1,2-c]pyrimidin-5-one (0.1 g, 0.3 mmol) in DCE (5 mL). The mixture was stirred at RT for 16 hours. The solvent was evaporated in vacuo and the crude product was purified by flash column chromatography (silica; AcOEt in DCM with a gradient of 0/100 to 10/90). The desired fractions were collected and the solvents evaporated ... Starting materials: CCOC(=O)c1cnoc1-c1ccc(Cl)c(Br)c1, CC(C)C[Al+]CC(C)C, Cl, [H-], C1CCOC1. The product is OCc1cnoc1-c1ccc(Cl)c(Br)c1. Reaction SMILES: [Br:1][c:2]1[cH:3][c:4](-[c:9]2[c:10]([C:14](=[O:15])[O:16][CH2:17][CH3:18])[cH:11][n:12][o:13]2)[cH:5][cH:6][c:7]1[Cl:8].[CH2:20]([Al+:21][CH2:22][CH:23]([CH3:24])[CH3:25])[CH:26]([CH3:27])[CH3:28].[ClH:29].[H-:19].[O:30]1[CH2:31][CH2:32][CH2:33][CH2:34]1>>[Br:1][c:2]1[cH:3][c:4](-[c:9]2[c:10]([CH2:14][OH:15])[cH:11][n:12][o:13]2)[cH:5][cH:6][c:7]1[Cl:8].